From a dataset of the Open Reaction Database (ORD), a public repository of structured organic reaction records. describe an organic reaction: reactants, conditions, products, and yield As a reaction SMILES: [CH2:1]([CH3:2])[O:3][C:4]([CH2:5][c:6]1[cH:7][c:8]([O:12][c:13]2[c:14]([CH2:23][N:24]=[N+:25]=[N-:26])[cH:15][c:16]([C:19]([F:20])([F:21])[F:22])[cH:17][cH:18]2)[cH:9][cH:10][cH:11]1)=[O:27].[CH3:28][CH2:29][OH:30]>>[CH2:1]([CH3:2])[O:3][C:4]([CH2:5][c:6]1[cH:7][c:8]([O:12][c:13]2[c:14]([CH2:23][NH2:24])[cH:15][c:16]([C:19]([F:20])([F:21])[F:22])[cH:17][cH:18]2)[cH:9][cH:10][cH:11]1)=[O:27]. Product: CCOC(=O)Cc1cccc(Oc2ccc(C(F)(F)F)cc2CN)c1. The reactants are CCOC(=O)Cc1cccc(Oc2ccc(C(F)(F)F)cc2CN=[N+]=[N-])c1, CCO.